This data is from the Open Reaction Database (ORD), a public repository of structured organic reaction records. The task is: describe an organic reaction: reactants, conditions, products, and yield Reactants: CC(C)(C)OC(=O)N1C(C=Cc2ccc(I)cc2)COC1(C)C, O=C([O-])[O-], O=C(C=Cc1ccccc1)C=Cc1ccccc1, [Cs+], [Cs+], [Cu+], O=C1NCCN1c1ccc(F)cc1, NC1CCCCC1N, C1COCCO1, O=S(=O)([O-])C(F)(F)F, c1ccccc1. Yields the product CC(C)(C)OC(=O)N1C(C=Cc2ccc(N3CCN(c4ccc(F)cc4)C3=O)cc2)COC1(C)C. As a reaction SMILES: [C:1]([CH3:2])([CH3:3])([CH3:4])[O:5][C:6](=[O:7])[N:8]1[C:9]([CH3:22])([CH3:23])[O:10][CH2:11][CH:12]1[CH:13]=[CH:14][c:15]1[cH:16][cH:17][c:18]([I:21])[cH:19][cH:20]1.[C:37](=[O:38])([O-:39])[O-:40].[CH:51](=[CH:52][C:53]([CH:54]=[CH:55][c:56]1[cH:57][cH:58][cH:59][cH:60][cH:61]1)=[O:62])[c:63]1[cH:64][cH:65][cH:66][cH:67][cH:68]1.[Cs+:41].[Cs+:42].[Cu+:89].[F:24][c:25]1[cH:26][cH:27][c:28]([N:31]2[C:32](=[O:36])[NH:33][CH2:34][CH2:35]2)[cH:29][cH:30]1.[NH2:43][CH:44]1[CH2:45][CH2:46][CH2:47][CH2:48][CH:49]1[NH2:50].[O:69]1[CH2:70][CH2:71][O:72][CH2:73][CH2:74]1.[S:81]([O-:82])([C:83]([F:84])([F:85])[F:86])(=[O:87])=[O:88].[cH:75]1[cH:76][cH:77][cH:78][cH:79][cH:80]1>>[C:1]([CH3:2])([CH3:3])([CH3:4])[O:5][C:6](=[O:7])[N:8]1[C:9]([CH3:22])([CH3:23])[O:10][CH2:11][CH:12]1[CH:13]=[CH:14][c:15]1[cH:16][cH:17][c:18]([N:33]2[C:32](=[O:36])[N:31]([c:28]3[cH:27][cH:26][c:25]([F:24])[cH:30][cH:29]3)[CH2:35][CH2:34]2)[cH:19][cH:20]1. The reactants are COC(=O)C1C(CCC1)=O (2-Methoxycarbonyl-cyclopentanone), Cl (HCl). The solvent is CO (methanol). Reaction conditions: time 6 hour. The product is COC(=O)[C@H]1[C@@H](CCC1)O ((R)-Trans-2-Methoxycarbonylcyclopentanol). Yield: 94.9%. Reaction SMILES: [CH3:1][O:2][C:3]([CH:5]1[CH2:9][CH2:8][CH2:7][C:6]1=[O:10])=[O:4].Cl>CO>[CH3:1][O:2][C:3]([C@@H:5]1[CH2:9][CH2:8][CH2:7][C@H:6]1[OH:10])=[O:4]. Reported procedure: 2-Methoxycarbonyl-cyclopentanone (4.26 g) was dissolved in methanol (5 mL) and 0.1 mL 1N HCl was added. The mixture was deoxygenated, 1 (36 mg) was added and the mixture was exposed to hydrogen at 40 psi and 40° in a Parr shaker apparatus. After 6 h the reaction was complete, providing a single product (4.10 g) in >95% ee: 1H NMR (CDCl3, 250 MHz) 4.40 (q, J=7.5 Hz, 1H), 3.71 (s, 3H), 2.65 (q, J=7.2 Hz, 1H), 2.1-1.5 (m, 6H). The reactants are CuBr, IC1=CC(=CC=C1)OC (1-iodo-3-methoxybenzene), N1C=CC2=CC=CC(=C12)CN1CCC(CC1)C=1C=C(C=CC1)NC(C(C)C)=O (N-{3-[1-(1H-indol-7-ylmethyl)-4-piperidinyl]phenyl}-2-methylpropanamide). The product is COC=1C=C(C=CC1)N1C=CC2=CC=CC(=C12)CN1CCC(CC1)C=1C=C(C=CC1)NC(C(C)C)=O (N-[3-(1-{[1-(3-METHOXYPHENYL)-1H-INDOL-7-YL]METHYL}-4-PIPERIDINYL)PHENYL]-2-METHYLPROPANAMIDE). Procedure: Prepared by Procedure C and Scheme Q1, with CuBr in place of Cu, using 1-iodo-3-methoxybenzene and N-{3-[1-(1H-indol-7-ylmethyl)-4-piperidinyl]phenyl}-2-methylpropanamide: ESMS m/e: 482.3 (M+H)+. As a reaction SMILES: I[C:2]1[CH:7]=[CH:6][CH:5]=[C:4]([O:8][CH3:9])[CH:3]=1.[NH:10]1[C:18]2[C:13](=[CH:14][CH:15]=[CH:16][C:17]=2[CH2:19][N:20]2[CH2:25][CH2:24][CH:23]([C:26]3[CH:27]=[C:28]([NH:32][C:33](=[O:37])[CH:34]([CH3:36])[CH3:35])[CH:29]=[CH:30][CH:31]=3)[CH2:22][CH2:21]2)[CH:12]=[CH:11]1>>[CH3:9][O:8][C:4]1[CH:3]=[C:2]([N:10]2[C:18]3[C:13](=[CH:14][CH:15]=[CH:16][C:17]=3[CH2:19][N:20]3[CH2:21][CH2:22][CH:23]([C:26]4[CH:27]=[C:28]([NH:32][C:33](=[O:37])[CH:34]([CH3:35])[CH3:36])[CH:29]=[CH:30][CH:31]=4)[CH2:24][CH2:25]3)[CH:12]=[CH:11]2)[CH:7]=[CH:6][CH:5]=1. Reactants: CC1=CC=C(C=C1)N1CCNCC1 (1-(4-methylphenyl)piperazine), N=1NC(=C2CCCCC12)CCC(=O)O (3-(4,5,6,7-tetrahydro-2H-indazol-3-yl)propionic acid), ClC1=CC=C(C=C1)C1CCNCC1 (4-(4-chlorophenyl)piperidine). Yields the product CC1=CC=C(C=C1)N1CCN(CC1)CCCC=1NN=C2C1CCCCC2 (2,4,5,6,7,8-hexahydro-3-(3-(4-(4-methylphenyl)piperazin-1-yl)propyl)cycloheptapyrazole). Reaction SMILES: [CH3:1][C:2]1[CH:7]=[CH:6][C:5]([N:8]2[CH2:13][CH2:12][NH:11][CH2:10][CH2:9]2)=[CH:4][CH:3]=1.[N:14]1[NH:15][C:16]([CH2:23][CH2:24][C:25](O)=O)=[C:17]2[C:22]=1[CH2:21][CH2:20][CH2:19][CH2:18]2.Cl[C:29]1C=CC(C2CCNCC2)=CC=1>>[CH3:1][C:2]1[CH:3]=[CH:4][C:5]([N:8]2[CH2:13][CH2:12][N:11]([CH2:25][CH2:24][CH2:23][C:16]3[NH:15][N:14]=[C:22]4[CH2:21][CH2:20][CH2:19][CH2:18][CH2:29][C:17]=34)[CH2:10][CH2:9]2)=[CH:6][CH:7]=1. Procedure details: In the same manner as in Example 102 except that 3-(2,4,5,6,7,8-hexahydrocycloheptapyrazol-3-yl)propionic acid obtained in Starting Material Synthesis Example 5 and 1-(4-methylphenyl)piperazine are used instead of 3-(4,5,6,7-tetrahydro-2H-indazol-3-yl)propionic acid obtained in Starting Material Synthesis Example 1 and 4-(4-chlorophenyl)piperidine, 2,4,5,6,7,8-hexahydro-3-(3-(4-(4-methylphenyl)piperazin-1-yl)propyl)cycloheptapyrazole is obtained.